From a dataset of the Open Reaction Database (ORD), a public repository of structured organic reaction records. describe an organic reaction: reactants, conditions, products, and yield Product: O=C1N(CN2N1CC(C2C2=CC=C(C=C2)Cl)C2=CC=CC=C2)C2=CC=C(C=C2)C(F)(F)F (1-oxo-2-(4-trifluoromethylphenyl)-5-(4-chlorophenyl)-6-phenyl-1,2,3,4,6,7-hexahydro-5H-pyrazolo[1,2-a][1,2,4]triazole). Run in C(=O)O (formic acid). Procedure: To 1.0 g (2.2 mmole) of N-(4-trifluoromethylphenyl)-3-(4-chlorophenyl)-4-phenyl-2,3,4,5-tetrahydro-1H-pyrazole-1-carboxamide in 5 ml of formic acid was added 0.57 g of formalin. The mixture was heated at reflux for 30 minutes and then partitioned between dichloromethane and water. The organic layer was washed with water and brine and then dried over anhydrous magnesium sulfate. Filtration, concentration in vacuo, and chromatography on silica gel using diethyl ether and hexanes gave the expected ... Reactants: FC(C1=CC=C(C=C1)NC(=O)N1NC(C(C1)C1=CC=CC=C1)C1=CC=C(C=C1)Cl)(F)F (N-(4-trifluoromethylphenyl)-3-(4-chlorophenyl)-4-phenyl-2,3,4,5-tetrahydro-1H-pyrazole-1-carboxamide), C=O (formalin). RXN SMILES: [F:1][C:2]([F:31])([F:30])[C:3]1[CH:8]=[CH:7][C:6]([NH:9][C:10]([N:12]2[CH2:16][CH:15]([C:17]3[CH:22]=[CH:21][CH:20]=[CH:19][CH:18]=3)[CH:14]([C:23]3[CH:28]=[CH:27][C:26]([Cl:29])=[CH:25][CH:24]=3)[NH:13]2)=[O:11])=[CH:5][CH:4]=1.[CH2:32]=O>C(O)=O>[O:11]=[C:10]1[N:12]2[CH2:16][CH:15]([C:17]3[CH:22]=[CH:21][CH:20]=[CH:19][CH:18]=3)[CH:14]([C:23]3[CH:24]=[CH:25][C:26]([Cl:29])=[CH:27][CH:28]=3)[N:13]2[CH2:32][N:9]1[C:6]1[CH:7]=[CH:8][C:3]([C:2]([F:1])([F:30])[F:31])=[CH:4][CH:5]=1. Starting materials: FC(C1=C(CN2CCC(CC2)C=O)C=CC(=C1)C(F)(F)F)(F)F (1-[2,4-bis(trifluoromethyl)benzyl]piperidine-4-carbaldehyde), O=C1N(CCC1)CCCNC1=NC(SC1)=O (4-([3-(2-oxopyrrolidin-1-yl)propyl]amino)thiazol-2(5H)-one), C(C)(=O)[O-].[NH2+]1CCCCC1 (piperidinium acetate). Solvent: CC(C)O (2-propanol). Reaction conditions: temperature 60 celsius, time 8 hour. The product is FC(C1=C(CN2CCC(CC2)\C=C/2\C(=NC(S2)=O)NCCCN2C(CCC2)=O)C=CC(=C1)C(F)(F)F)(F)F ((5Z)-5-({1-[2,4-bis(trifluoromethyl)benzyl]piperidin-4-yl}methylidene)-4-{[3-(2-oxopyrrolidin-1-yl)propyl]amino}-1,3-thiazol-2(5H)-one). Yield: 53.0%. RXN SMILES: [F:1][C:2]([F:23])([F:22])[C:3]1[CH:17]=[C:16]([C:18]([F:21])([F:20])[F:19])[CH:15]=[CH:14][C:4]=1[CH2:5][N:6]1[CH2:11][CH2:10][CH:9]([CH:12]=O)[CH2:8][CH2:7]1.[O:24]=[C:25]1[CH2:29][CH2:28][CH2:27][N:26]1[CH2:30][CH2:31][CH2:32][NH:33][C:34]1[CH2:38][S:37][C:36](=[O:39])[N:35]=1.C([O-])(=O)C.[NH2+]1CCCCC1>CC(O)C>[F:23][C:2]([F:1])([F:22])[C:3]1[CH:17]=[C:16]([C:18]([F:21])([F:20])[F:19])[CH:15]=[CH:14][C:4]=1[CH2:5][N:6]1[CH2:11][CH2:10][CH:9](/[CH:12]=[C:38]2/[C:34]([NH:33][CH2:32][CH2:31][CH2:30][N:26]3[CH2:27][CH2:28][CH2:29][C:25]3=[O:24])=[N:35][C:36](=[O:39])[S:37]/2)[CH2:8][CH2:7]1 |f:2.3|. Procedure details: To a solution of 1-[2,4-bis(trifluoromethyl)benzyl]piperidine-4-carbaldehyde (500 mg) in 2-propanol (10 mL) were added 4-([3-(2-oxopyrrolidin-1-yl)propyl]amino)thiazol-2(5H)-one (866 mg) and piperidinium acetate (107 mg). The reaction mixture was stirred at 60° C. overnight, and the solvent was evaporated under reduced pressure. The residue was purified by silica gel column chromatography (ethyl acetate/hexane) and recrystallized from ethyl acetate/heptane to give the title compound (439 mg). Starting materials: CC1=C(C(=C(C(=O)O)C=C1)C)N (methyl 3-amino-2-methylbenzoic acid), CO (methanol), OS(=O)(=O)O (H2SO4). Reaction conditions: temperature 70 celsius. The product is NC=1C(=C(C(=O)OC)C=CC1)C (methyl 3-amino-2-methylbenzoate). Isolated yield 91.0%. As a reaction SMILES: C[C:2]1[CH:10]=[CH:9][C:5]([C:6]([OH:8])=[O:7])=[C:4]([CH3:11])[C:3]=1[NH2:12].OS(O)(=O)=O.[CH3:18]O>>[NH2:12][C:3]1[C:4]([CH3:11])=[C:5]([CH:9]=[CH:10][CH:2]=1)[C:6]([O:8][CH3:18])=[O:7]. Reported procedure: To stirred solution of methyl 3-amino-2-methylbenzoic acid (5 g, 33.1 mmol) in methanol (50 mL), was added conc. H2SO4 (5 mL) at 0° C. and the mixture was heated at 70° C. for 22 h. On completion, methanol was removed under reduced pressure, and then sat. sodium bicarbonate solution was added and the product extracted with 10% MeOH/DCM. Combined organic layers were dried, concentrated to yield methyl 3-amino-2-methylbenzoate (5 g, 91%).